From a dataset of the Open Reaction Database (ORD), a public repository of structured organic reaction records. describe an organic reaction: reactants, conditions, products, and yield The reactants are COc1cccs1, Cc1ccc(S(=O)(=O)O)cc1, c1ccccc1, OCCOc1ccc2ccccc2c1. The product is c1csc(OCCOc2ccc3ccccc3c2)c1. RXN SMILES: [CH3:1][O:2][c:3]1[s:4][cH:5][cH:6][cH:7]1.[c:22]1([CH3:23])[cH:24][cH:25][c:26]([S:27]([OH:28])(=[O:29])=[O:30])[cH:31][cH:32]1.[cH:33]1[cH:34][cH:35][cH:36][cH:37][cH:38]1.[cH:8]1[c:9]([O:18][CH2:19][CH2:20][OH:21])[cH:10][cH:11][c:12]2[cH:13][cH:14][cH:15][cH:16][c:17]12>>[CH2:1]([O:2][c:3]1[s:4][cH:5][cH:6][cH:7]1)[CH2:19][O:18][c:9]1[cH:8][c:17]2[c:12]([cH:11][cH:10]1)[cH:13][cH:14][cH:15][cH:16]2. The reactants are [OH-].[Na+] (sodium hydroxide), [N+](=O)([O-])C=1C=CC(=NC1)OCC1=NC=CC=C1 (5-Nitro-2-(pyridin-2-ylmethyloxy)pyridine), [Sn](Cl)Cl (tin (II) chloride). Run in O (water), C(C)O (ethanol), Cl (HCl). Conditions: temperature 50 celsius. The product is NC=1C=CC(=NC1)OCC1=NC=CC=C1 (5-Amino-2-(pyridin-2-ylmethyloxy)pyridine). Yield: 77.7%. RXN SMILES: [N+:1]([C:4]1[CH:5]=[CH:6][C:7]([O:10][CH2:11][C:12]2[CH:17]=[CH:16][CH:15]=[CH:14][N:13]=2)=[N:8][CH:9]=1)([O-])=O.[Sn](Cl)Cl.[OH-].[Na+]>C(O)C.Cl.O>[NH2:1][C:4]1[CH:5]=[CH:6][C:7]([O:10][CH2:11][C:12]2[CH:17]=[CH:16][CH:15]=[CH:14][N:13]=2)=[N:8][CH:9]=1 |f:2.3|. Procedure: 5-Nitro-2-(pyridin-2-ylmethyloxy)pyridine (D1, 2.0 g, 0.0087 mole) in ethanol (70 ml) was treated with tin (II) chloride (8.3 g, 0.044 mole) in conc. HCl (15 ml). The mixture was heated to 50° C. for 0.5 hour. After cooling to room temperature, the mixture was diluted with water, basified with 10% aqueous sodium hydroxide solution, extracted into ethyl acetate, dried (Na2SO4) and evaporated in vacuo to afford the title compound (1.36 g, 78%) as a brown oil. Reaction SMILES: CC1C=CC(C(OC)=O)=CC=1[B:12]1[O:16][C:15]([CH3:18])([CH3:17])[C:14]([CH3:20])([CH3:19])[O:13]1.[CH:21]1([C:24]2[C:33](I)=[CH:32][C:27]([C:28]([O:30][CH3:31])=[O:29])=[C:26]([CH3:35])[CH:25]=2)[CH2:23][CH2:22]1.IC1C=C(C=CC=1C)C(OC)=O>>[CH:21]1([C:24]2[C:33]([B:12]3[O:16][C:15]([CH3:18])([CH3:17])[C:14]([CH3:20])([CH3:19])[O:13]3)=[CH:32][C:27]([C:28]([O:30][CH3:31])=[O:29])=[C:26]([CH3:35])[CH:25]=2)[CH2:23][CH2:22]1. Procedure: The title compound was prepared using standard chemical manipulations and procedures similar to those used for the preparation of compound 5.4, except methyl 4-cyclopropyl-5-iodo-2-methylbenzoate (compound 267.2) was used in place of methyl 3-iodo-4-methylbenzoate (compound 5.3). Starting materials: CC1=C(C=C(C(=O)OC)C=C1)B1OC(C(O1)(C)C)(C)C (Methyl 4-methyl-3-(4,4,5,5-tetramethyl-1,3,2-dioxaborolan-2-yl)benzoate), C1(CC1)C1=CC(=C(C(=O)OC)C=C1I)C (methyl 4-cyclopropyl-5-iodo-2-methylbenzoate), C1(CC1)C1=CC(=C(C(=O)OC)C=C1I)C (methyl 4-cyclopropyl-5-iodo-2-methylbenzoate), IC=1C=C(C(=O)OC)C=CC1C (methyl 3-iodo-4-methylbenzoate). Yields the product C1(CC1)C1=CC(=C(C(=O)OC)C=C1B1OC(C(O1)(C)C)(C)C)C (Methyl 4-cyclopropyl-2-methyl-5-(4,4,5,5-tetramethyl-1,3,2-dioxaborolan-2-yl)benzoate). Reactants: COC(CCC1=C(C=CC=C1OCCCC(=O)OC)CCCCCCI)=O (2-(6-iodohexyl)-6-(4-methoxy-4-oxobutoxy)benzenepropanoic acid methyl ester), C(C)#N (acetonitrile), OC1=C(C2=C(C(CCO2)=O)C=C1)CCCC1=CC=CC=C1 (2,3-Dihydro-7-hydroxy-8-(3-phenylpropyl)-4H-1-benzopyran-4-one), C([O-])([O-])=O.[K+].[K+] (potassium carbonate). Solvent: CCOCC (ether). The product is COC(CCC1=C(C=CC=C1OCCCC(=O)OC)CCCCCCOC1=C(C2=C(C(CCO2)=O)C=C1)CCCC1=CC=CC=C1)=O (2-[6-[(3,4-Dihydro-4-oxo-8-(3-phenylpropyl)-2H-1-benzopyran-7-yl)oxy]hexyl]-6-(4-methoxy-4-oxobutoxy)benzenepropanoic Acid Methyl Ester). Yield: 102.4%. As a reaction SMILES: [CH3:1][O:2][C:3](=[O:27])[CH2:4][CH2:5][C:6]1[C:11]([O:12][CH2:13][CH2:14][CH2:15][C:16]([O:18][CH3:19])=[O:17])=[CH:10][CH:9]=[CH:8][C:7]=1[CH2:20][CH2:21][CH2:22][CH2:23][CH2:24][CH2:25]I.[OH:28][C:29]1[CH:39]=[CH:38][C:32]2[C:33](=[O:37])[CH2:34][CH2:35][O:36][C:31]=2[C:30]=1[CH2:40][CH2:41][CH2:42][C:43]1[CH:48]=[CH:47][CH:46]=[CH:45][CH:44]=1.C(=O)([O-])[O-].[K+].[K+].C(#N)C>CCOCC>[CH3:1][O:2][C:3](=[O:27])[CH2:4][CH2:5][C:6]1[C:11]([O:12][CH2:13][CH2:14][CH2:15][C:16]([O:18][CH3:19])=[O:17])=[CH:10][CH:9]=[CH:8][C:7]=1[CH2:20][CH2:21][CH2:22][CH2:23][CH2:24][CH2:25][O:28][C:29]1[CH:39]=[CH:38][C:32]2[C:33](=[O:37])[CH2:34][CH2:35][O:36][C:31]=2[C:30]=1[CH2:40][CH2:41][CH2:42][C:43]1[CH:48]=[CH:47][CH:46]=[CH:45][CH:44]=1 |f:2.3.4|. Procedure: A mixture of 12.25 g (25 mmol) of 2-(6-iodohexyl)-6-(4-methoxy-4-oxobutoxy)benzenepropanoic acid methyl ester (preceding example), 7.1 g (25.2 mmol) of 2,3-dihydro-7-hydroxy-8-(3-phenylpropyl)-4H-1-benzopyran-4-one (example 9), 8.3 g (60 mmol) of anhydrous potassium carbonate, and 60 mL of dry acetonitrile was stirred and refluxed for 22 hr. After being cooled, the mixture was diluted with ether and filtered with suction. The solids were washed well with ether. The filtrate and washes were combi... The reactants are Br, O=C([O-])C(=O)[O-], ClC(Cl)Cl, Cc1ccc(S(=O)(=O)N2CCC(C(C#N)(c3ccc(F)cc3)c3ccc(F)cc3)C2)cc1, [Na+], [OH-], Oc1ccccc1. Yields the product O=C(O)C(=O)O, N#CC(c1ccc(F)cc1)(c1ccc(F)cc1)C1CCNC1, O. As a reaction SMILES: [BrH:40].[C:43]([C:44](=[O:45])[O-:46])(=[O:47])[O-:48].[CH:49]([Cl:50])([Cl:51])[Cl:52].[F:1][c:2]1[cH:3][cH:4][c:5]([C:8]([C:9]#[N:10])([CH:11]2[CH2:12][N:13]([S:16](=[O:17])([c:18]3[cH:19][cH:20][c:21]([CH3:22])[cH:23][cH:24]3)=[O:25])[CH2:14][CH2:15]2)[c:26]2[cH:27][cH:28][c:29]([F:32])[cH:30][cH:31]2)[cH:6][cH:7]1.[Na+:42].[OH-:41].[OH:33][c:34]1[cH:35][cH:36][cH:37][cH:38][cH:39]1>>[C:43]([C:44](=[O:45])[OH:46])(=[O:47])[OH:48].[F:1][c:2]1[cH:3][cH:4][c:5]([C:8]([C:9]#[N:10])([CH:11]2[CH2:12][NH:13][CH2:14][CH2:15]2)[c:26]2[cH:27][cH:28][c:29]([F:32])[cH:30][cH:31]2)[cH:6][cH:7]1.[OH2:17].